Dataset: the Open Reaction Database (ORD), a public repository of structured organic reaction records. Task: describe an organic reaction: reactants, conditions, products, and yield Reactants: NC1=NC=C(C2=C1C(=CS2)C2=CC(=C(C=C2)NC(=O)C=2N(C1=CC=CC=C1C2)C)OC)I (N-[4-(4-amino-7-iodothieno[3,2-c]pyridin-3-yl)-2-methoxyphenyl]-1-methyl-1H-indole-2-carboxamide), 9,9-dimethyl-4-5-bis(diphenylphosphino)xanthene, CC(C)([O-])C.[Na+] (sodium tert-butoxide), C1COCCOCCOCCOCCOCCO1 (18-crown-6), C(C1=CC=CC=C1)(C1=CC=CC=C1)=N (benzophenone imine). Reagents/catalysts: C=1C=CC(=CC1)/C=C/C(=O)/C=C/C2=CC=CC=C2.C=1C=CC(=CC1)/C=C/C(=O)/C=C/C2=CC=CC=C2.C=1C=CC(=CC1)/C=C/C(=O)/C=C/C2=CC=CC=C2.[Pd].[Pd] (tris(dibenzylideneacetone)dipalladium). Solvent: CN(C=O)C (N,N-dimethylformamide). Run at temperature 95 celsius. Product: NC1=NC=C(C2=C1C(=CS2)C2=CC(=C(C=C2)NC(=O)C=2N(C1=CC=CC=C1C2)C)OC)N=C(C2=CC=CC=C2)C2=CC=CC=C2 (N-(4-{4-amino-7-[(diphenylmethylene)amino]thieno[3,2-c]pyridin-3-yl}-2-methoxyphenyl)-1-methyl-1H-indole-2-carboxamide). Isolated yield 64.8%. Reaction SMILES: [NH2:1][C:2]1[C:7]2[C:8]([C:11]3[CH:16]=[CH:15][C:14]([NH:17][C:18]([C:20]4[N:21]([CH3:29])[C:22]5[C:27]([CH:28]=4)=[CH:26][CH:25]=[CH:24][CH:23]=5)=[O:19])=[C:13]([O:30][CH3:31])[CH:12]=3)=[CH:9][S:10][C:6]=2[C:5](I)=[CH:4][N:3]=1.CC(C)([O-])C.[Na+].C1OCCOCCOCCOCCOCCOC1.[C:57](=[NH:70])([C:64]1[CH:69]=[CH:68][CH:67]=[CH:66][CH:65]=1)[C:58]1[CH:63]=[CH:62][CH:61]=[CH:60][CH:59]=1>CN(C)C=O.C1C=CC(/C=C/C(/C=C/C2C=CC=CC=2)=O)=CC=1.C1C=CC(/C=C/C(/C=C/C2C=CC=CC=2)=O)=CC=1.C1C=CC(/C=C/C(/C=C/C2C=CC=CC=2)=O)=CC=1.[Pd].[Pd]>[NH2:1][C:2]1[C:7]2[C:8]([C:11]3[CH:16]=[CH:15][C:14]([NH:17][C:18]([C:20]4[N:21]([CH3:29])[C:22]5[C:27]([CH:28]=4)=[CH:26][CH:25]=[CH:24][CH:23]=5)=[O:19])=[C:13]([O:30][CH3:31])[CH:12]=3)=[CH:9][S:10][C:6]=2[C:5]([N:70]=[C:57]([C:58]2[CH:63]=[CH:62][CH:61]=[CH:60][CH:59]=2)[C:64]2[CH:69]=[CH:68][CH:67]=[CH:66][CH:65]=2)=[CH:4][N:3]=1 |f:1.2,6.7.8.9.10|. Procedure details: A mixture of N-[4-(4-amino-7-iodothieno[3,2-c]pyridin-3-yl)-2-methoxyphenyl]-1-methyl-1H-indole-2-carboxamide (4.03 g, 7.72 mmol), tris(dibenzylideneacetone)dipalladium (0) (0.283 g, 0.31 mmol, 9,9-dimethyl-4-5-bis(diphenylphosphino)xanthene (0.536 g, 0.93 mmol), sodium tert-butoxide (1.00 g, 10.42 mmol), 18-crown-6 (2.75 g, 10.42 mmol), and benzophenone imine (1.16 mL, 6.9 mmol) were combined in N,N-dimethylformamide (100 mL), and the solution was heated at 95° C. for 12 h. The reaction mixture... Reactants: C1(=CC=CC=C1)COP(=O)(N[C@@H](CC1=CC=CC=C1)C(=O)N[C@@H](CC(C)C)C(=O)OCC1=CC=CC=C1)CCCCCCN1C(C=2C(C1=O)=CC=CC2)=O (N-[N-[(phenylmethoxy)(6-phthalimidohexyl)phosphinyl]-L-phenylalanyl]-L-leucine, phenylmethyl ester), O.NN (hydrazine hydrate). Solvent: C1(=CC=CC=C1)C (toluene), O1CCOCC1 (dioxane). Reaction conditions: time 24 hour. The product is C1(=CC=CC=C1)CON([C@@H](CC1=CC=CC=C1)C(=O)N[C@@H](CC(C)C)C(=O)OCC1=CC=CC=C1)P(=O)CCCCCCN (N-[(phenylmethoxy)[(6-aminohexyl)phosphinyl]-L-phenylalanyl]-L-leucine, phenylmethyl ester). RXN SMILES: C1(C[O:8][P:9]([CH2:38][CH2:39][CH2:40][CH2:41][CH2:42][CH2:43][N:44]2C(=O)C3=CC=CC=C3C2=O)([NH:11][C@H:12]([C:20]([NH:22][C@H:23]([C:28]([O:30][CH2:31][C:32]2[CH:37]=[CH:36][CH:35]=[CH:34][CH:33]=2)=[O:29])[CH2:24][CH:25]([CH3:27])[CH3:26])=[O:21])[CH2:13][C:14]2[CH:19]=[CH:18][CH:17]=[CH:16][CH:15]=2)=O)C=CC=CC=1.[OH2:55].NN>O1CCOCC1.C1(C)C=CC=CC=1>[C:14]1([CH2:13][O:55][N:11]([PH:9]([CH2:38][CH2:39][CH2:40][CH2:41][CH2:42][CH2:43][NH2:44])=[O:8])[C@H:12]([C:20]([NH:22][C@H:23]([C:28]([O:30][CH2:31][C:32]2[CH:33]=[CH:34][CH:35]=[CH:36][CH:37]=2)=[O:29])[CH2:24][CH:25]([CH3:27])[CH3:26])=[O:21])[CH2:13][C:14]2[CH:19]=[CH:18][CH:17]=[CH:16][CH:15]=2)[CH:19]=[CH:18][CH:17]=[CH:16][CH:15]=1 |f:1.2|. Procedure: A solution of N-[N-[(phenylmethoxy)(6-phthalimidohexyl)phosphinyl]-L-phenylalanyl]-L-leucine, phenylmethyl ester in dioxane is treated with hydrazine hydrate and stirred at room temperature under argon. After 24 hours, the mixture is diluted with toluene and the solvents decanted and evaporated to dryness. The residue is purified by extraction and flash chromatography to give N-[(phenylmethoxy)[(6-aminohexyl)phosphinyl]-L-phenylalanyl]-L-leucine, phenylmethyl ester. Starting materials: CCCC1NC(C(=O)OC)Cc2c1[nH]c1ccccc21, CO, [Na+], [OH-]. The product is CCCC1NC(C(=O)O)Cc2c1[nH]c1ccccc21. As a reaction SMILES: [CH2:1]([CH2:2][CH3:3])[CH:4]1[NH:5][CH:6]([C:17](=[O:18])[O:19][CH3:20])[CH2:7][c:8]2[c:9]3[cH:10][cH:11][cH:12][cH:13][c:14]3[nH:15][c:16]21.[CH3:23][OH:24].[Na+:22].[OH-:21]>>[CH2:1]([CH2:2][CH3:3])[CH:4]1[NH:5][CH:6]([C:17](=[O:18])[OH:19])[CH2:7][c:8]2[c:9]3[cH:10][cH:11][cH:12][cH:13][c:14]3[nH:15][c:16]21. Starting materials: C(OC1=CC(=NN1C1=NC=CC=C1)C=1C=C(C=CC1)C1=CC=C(C=C1)OCC1=CC=CC=C1)(OC(C)(C)C)=O (3-(4′-(benzyloxy)biphenyl-3-yl)-1-(pyridin-2-yl)-1H-pyrazol-5-yl tert-butyl carbonate), C(OC1=CC(=NN1C1=NC=CC=C1)C1=CC=C(C=C1)C1=CC=CC=C1)(OC(C)(C)C)=O (3-(biphenyl-4-yl)-1-(pyridin-2-yl)-1H-pyrazol-5-yl tert-butyl carbonate). The product is C(C1=CC=CC=C1)OC1=CC=C(C=C1)C1=CC(=CC=C1)C1=NN(C(=C1)O)C1=NC=CC=C1 (3-(4′-(benzyloxy)biphenyl-3-yl)-1-(pyridin-2-yl)-1H-pyrazol-5-ol). The yield is 89.0%. Reaction SMILES: C(=O)(OC(C)(C)C)[O:2][C:3]1[N:7]([C:8]2[CH:13]=[CH:12][CH:11]=[CH:10][N:9]=2)[N:6]=[C:5]([C:14]2[CH:15]=[C:16]([C:20]3[CH:25]=[CH:24][C:23]([O:26][CH2:27][C:28]4[CH:33]=[CH:32][CH:31]=[CH:30][CH:29]=4)=[CH:22][CH:21]=3)[CH:17]=[CH:18][CH:19]=2)[CH:4]=1.C(=O)(OC(C)(C)C)OC1N(C2C=CC=CN=2)N=C(C2C=CC(C3C=CC=CC=3)=CC=2)C=1>>[CH2:27]([O:26][C:23]1[CH:22]=[CH:21][C:20]([C:16]2[CH:17]=[CH:18][CH:19]=[C:14]([C:5]3[CH:4]=[C:3]([OH:2])[N:7]([C:8]4[CH:13]=[CH:12][CH:11]=[CH:10][N:9]=4)[N:6]=3)[CH:15]=2)=[CH:25][CH:24]=1)[C:28]1[CH:29]=[CH:30][CH:31]=[CH:32][CH:33]=1. Reported procedure: The title compound was prepared in the same manner as in Example D-1, except that an equimolar amount of Compound 35 of Example C-9 was used in place of Compound 27 of Example C-1. The reactants are [BH3-]C#N, C=O, c1ccc2c(c1)cc1n2CCNCC1, CO, [Na+]. Product: CN1CCc2cc3ccccc3n2CC1. As a reaction SMILES: [C:17]([BH3-:18])#[N:19].[CH2:15]=[O:16].[CH2:1]1[CH2:2][NH:3][CH2:4][CH2:5][n:6]2[c:7]1[cH:8][c:9]1[cH:10][cH:11][cH:12][cH:13][c:14]21.[CH3:21][OH:22].[Na+:20]>>[CH2:1]1[CH2:2][N:3]([CH3:17])[CH2:4][CH2:5][n:6]2[c:7]1[cH:8][c:9]1[cH:10][cH:11][cH:12][cH:13][c:14]21. Starting materials: Cc1c(Br)cccc1C(N)=O, C1COCCO1, CC1(C)OB(c2ccc3cc(NC(=O)c4ccsc4)ccc3c2)OC1(C)C, [K+], [K+], O=C([O-])[O-], O, [Pd]. The product is Cc1c(C(N)=O)cccc1-c1ccc2cc(NC(=O)c3ccsc3)ccc2c1. As a reaction SMILES: [Br:1][c:2]1[c:3]([CH3:11])[c:4]([C:5](=[O:6])[NH2:7])[cH:8][cH:9][cH:10]1.[CH2:45]1[O:46][CH2:47][CH2:48][O:49][CH2:50]1.[CH3:12][C:13]1([CH3:14])[C:15]([CH3:16])([CH3:17])[O:18][B:19]([c:20]2[cH:21][c:22]3[cH:23][cH:24][c:25]([NH:30][C:31](=[O:32])[c:33]4[cH:34][s:35][cH:36][cH:37]4)[cH:26][c:27]3[cH:28][cH:29]2)[O:38]1.[K+:39].[K+:40].[O-:41][C:42]([O-:43])=[O:44].[OH2:52].[Pd:51]>>[c:2]1(-[c:20]2[cH:21][c:22]3[cH:23][cH:24][c:25]([NH:30][C:31](=[O:32])[c:33]4[cH:34][s:35][cH:36][cH:37]4)[cH:26][c:27]3[cH:28][cH:29]2)[c:3]([CH3:11])[c:4]([C:5](=[O:6])[NH2:7])[cH:8][cH:9][cH:10]1. Product: CN=C(C=1C(C(=O)O)=C(C=C(C1)[N+](=O)[O-])SCC)O (3-Ethylthio-5-nitrophthalic acid N-methylimide). Reaction SMILES: [CH3:1][N:2]=[C:3]([OH:19])[C:4]1[C:5](=[C:9]([N+]([O-])=O)[CH:10]=[C:11]([N+:13]([O-:15])=[O:14])[CH:12]=1)[C:6]([OH:8])=[O:7].[CH2:20]([SH:22])[CH3:21].C([O-])(=O)C.[Na+]>C(OCC)(=O)C>[CH3:1][N:2]=[C:3]([OH:19])[C:4]1[C:5](=[C:9]([S:22][CH2:20][CH3:21])[CH:10]=[C:11]([N+:13]([O-:15])=[O:14])[CH:12]=1)[C:6]([OH:8])=[O:7] |f:2.3|. Procedure details: 5.02 g (20 mmols) of 3,5-dinitrophthalic acid N-methylimide, 2.73 g (44 mmols) of ethylmercaptan, 8.2 g (1 0 mmols) of anhydrous sodium acetate and 50 ml of ethyl acetate are kept at 25° C. overnight and then kept under reflux, again overnight. The reaction mixture is evaporated, the residue is taken up in methylene chloride/water, the extracts are washed with saturated NaHCO3 solution, dried over sodium sulfate and evaporated and the residue is chromatographed with methylene chloride over 20 g ... Reactants: CN=C(C=1C(C(=O)O)=C(C=C(C1)[N+](=O)[O-])[N+](=O)[O-])O (3,5-dinitrophthalic acid N-methylimide), C(C)S (ethylmercaptan), C(C)(=O)[O-].[Na+] (sodium acetate). The solvent is C(C)(=O)OCC (ethyl acetate). Reactants: C(C1=CC=CC=C1)N1CC(CCC1)(O)C1=CC(=CC=C1)OC (1-benzyl-3-(3-methoxy-phenyl)-piperidin-3-ol), C1(=CC=CC=C1)O (phenol), ice, [Al+3].[Cl-].[Cl-].[Cl-] (AlCl3). Run in NH4H. Product: C(C1=CC=CC=C1)N1CC(CCC1)(C1=CC(=CC=C1)OC)C1=CC=C(C=C1)O (4-[1-benzyl-3-(3-methoxy-phenyl)-piperidin-3-yl]-phenol). Isolated yield 59.7%. RXN SMILES: [CH2:1]([N:8]1[CH2:13][CH2:12][CH2:11][C:10]([C:15]2[CH:20]=[CH:19][CH:18]=[C:17]([O:21][CH3:22])[CH:16]=2)(O)[CH2:9]1)[C:2]1[CH:7]=[CH:6][CH:5]=[CH:4][CH:3]=1.[C:23]1([OH:29])[CH:28]=[CH:27][CH:26]=[CH:25][CH:24]=1.[Al+3].[Cl-].[Cl-].[Cl-]>>[CH2:1]([N:8]1[CH2:13][CH2:12][CH2:11][C:10]([C:26]2[CH:27]=[CH:28][C:23]([OH:29])=[CH:24][CH:25]=2)([C:15]2[CH:20]=[CH:19][CH:18]=[C:17]([O:21][CH3:22])[CH:16]=2)[CH2:9]1)[C:2]1[CH:7]=[CH:6][CH:5]=[CH:4][CH:3]=1 |f:2.3.4.5|. Procedure: To a solution of 1-benzyl-3-(3-methoxy-phenyl)-piperidin-3-ol (17.6 g, 73.1 mmol) in (CH2)2Cl2 (200 mL) was added phenol (16.7 g, 178 mmol) followed by portionwise addition (highly exothermic) of AlCl3 (23.3 g, 178 mmol). The reaction mixture was heated to reflux for 2 hours. The mixture was cooled to room temperature and was slowly poured into a mixture of crushed ice (50 mL) and 30% aq. NH4H (120 mL). The mixture was stirred vigorously for 20 mininutes and was then filtered through celite. The...